This data is from the Open Reaction Database (ORD), a public repository of structured organic reaction records. The task is: describe an organic reaction: reactants, conditions, products, and yield Starting materials: O[C@@H]1CO[C@@H](OC1)C1=CC=CC=C1 (cis-5-hydroxy-2-phenyl-1,3-dioxane), [H-].[Na+] (sodium hydride), [Na] (sodium), FC1=C(CCl)C=CC=C1 (2-fluorobenzyl chloride). Yields the product FC1=C(CO[C@@H]2CO[C@@H](OC2)C2=CC=CC=C2)C=CC=C1 (cis-5-(2-Fluorobenzyloxy)-2-phenyl-1,3-dioxane). RXN SMILES: [OH:1][C@H:2]1[CH2:7][O:6][C@@H:5]([C:8]2[CH:13]=[CH:12][CH:11]=[CH:10][CH:9]=2)[O:4][CH2:3]1.[H-].[Na+].[Na].[F:17][C:18]1[CH:25]=[CH:24][CH:23]=[CH:22][C:19]=1[CH2:20]Cl>>[F:17][C:18]1[CH:25]=[CH:24][CH:23]=[CH:22][C:19]=1[CH2:20][O:1][C@H:2]1[CH2:3][O:4][C@@H:5]([C:8]2[CH:13]=[CH:12][CH:11]=[CH:10][CH:9]=2)[O:6][CH2:7]1 |f:1.2,^1:15|. Procedure: Using the method of Example 8, cis-5-hydroxy-2-phenyl-1,3-dioxane (8.4 g, 0.047 mole) was reacted with sodium hydride (2.0 g of 61%, 0.047 mole). The reactant sodium salt was reacted with 2-fluorobenzyl chloride (7.2 g, 0.05 mole) to give, after recrystallization from benzene-ligroin, 2.8 g of white solid, m.p. 65°-67° C, and on further recrystallization, a solid, m.p. 70°-71° C. Analysis by VPC indicated the product to be 90% cis-5-(2-fluorobenzyloxy)-2-phenyl-1,3-dioxane. Starting materials: Oc1cncc(Br)c1, CC(C)(C)OC(=O)N1CCCC1CO, C1CCOC1, CCOC(=O)N=NC(=O)OCC, c1ccc(P(c2ccccc2)c2ccccc2)cc1. Yields the product CC(C)(C)OC(=O)N1CCCC1COc1cncc(Br)c1. As a reaction SMILES: [Br:15][c:16]1[cH:17][c:18]([OH:22])[cH:19][n:20][cH:21]1.[C:1]([CH3:2])([CH3:3])([CH3:4])[O:5][C:6](=[O:7])[N:8]1[CH:9]([CH2:13][OH:14])[CH2:10][CH2:11][CH2:12]1.[CH2:54]1[O:55][CH2:56][CH2:57][CH2:58]1.[O:42]=[C:43]([O:44][CH2:45][CH3:46])[N:47]=[N:48][C:49]([O:50][CH2:51][CH3:52])=[O:53].[c:23]1([P:24]([c:25]2[cH:26][cH:27][cH:28][cH:29][cH:30]2)[c:31]2[cH:32][cH:33][cH:34][cH:35][cH:36]2)[cH:37][cH:38][cH:39][cH:40][cH:41]1>>[C:1]([CH3:2])([CH3:3])([CH3:4])[O:5][C:6](=[O:7])[N:8]1[CH:9]([CH2:13][O:14][c:18]2[cH:17][c:16]([Br:15])[cH:21][n:20][cH:19]2)[CH2:10][CH2:11][CH2:12]1. The reactants are Cl (HCl), C(C)OC(=O)C=1CN(C2=NC(=C(C=C2C1)F)N1CC2(OCC(O2)CN)CC1)C1CC1 (7-(2-aminomethyl-1,4-dioxa-7-azaspiro[4.4]non-7-yl)-1-cyclopropyl-6-fluoro-1,8-naphthyridine-3 -carboxylic acid ethyl ester). Solvent: O (water). Run at time 2 hour. Yields the product Cl.NCC1OC2(OC1)CN(CC2)C2=C(C=C1C=C(CN(C1=N2)C2CC2)C(=O)O)F (7-(2-aminomethyl-1,4-dioxa-7-azaspiro[4.4]non-7-yl)-1-cyclopropyl-6-fluoro-1,8-naphthyridine-3-carboxylic acid hydrochloride). As a reaction SMILES: C([O:3][C:4]([C:6]1[CH2:7][N:8]([CH:28]2[CH2:30][CH2:29]2)[C:9]2[C:14]([CH:15]=1)=[CH:13][C:12]([F:16])=[C:11]([N:17]1[CH2:27][CH2:26][C:19]3([O:23][CH:22]([CH2:24][NH2:25])[CH2:21][O:20]3)[CH2:18]1)[N:10]=2)=[O:5])C.[ClH:31]>O>[ClH:31].[NH2:25][CH2:24][CH:22]1[CH2:21][O:20][C:19]2([CH2:26][CH2:27][N:17]([C:11]3[N:10]=[C:9]4[C:14]([CH:15]=[C:6]([C:4]([OH:5])=[O:3])[CH2:7][N:8]4[CH:28]4[CH2:29][CH2:30]4)=[CH:13][C:12]=3[F:16])[CH2:18]2)[O:23]1 |f:3.4|. Reported procedure: The 0.394 g of the ester from Step 2 was hydrolyzed by the procedure of Step 2 Example 387. The residue was poured into water and conc. HCl was added to adjust the acidity to pH 1. The product was filtered off, stirred in 1:1 methanol/methylene chloride for 2 hours, filtered, and the filtrate dried to afford 0.252 g of the title compound, mp 179°-181° C.; MS (DCl) M/Z 405 (M+H). NMR (TFA/AA) d 1.40 (m, 4H), 4.10 (m, 12H), 8.08 (d, 1H, J=12 Hz), 9.12 (s, 1H). Analysis calculated for C19H22ClFN4O5... The reactants are FC1=CC=C(C=C1)NC(=O)C=1C=NC(=NC1)S(=O)C (2-methanesulfinylpyrimidine-5-carboxylic acid (4-fluorophenyl)amide), COC(CCS)=O (methyl-3-mercaptopropionate), C1CCC2=NCCCN2CC1 (DBU). Run in C(C)(=O)OCC.CCCCCC (ethyl acetate hexane), C1CCOC1 (THF), C(C)(=O)OCC.CCCCCC (ethyl acetate hexane). Reaction conditions: time 1 hour. Product: COC(CCSC1=NC=C(C=N1)C(NC1=CC=C(C=C1)F)=O)=O (3-[5-(4-Fluorophenylcarbamoyl)pyrimidin-2-ylsulfanyl]propionic acid methyl ester). Yield: 58.1%. Reaction SMILES: [F:1][C:2]1[CH:7]=[CH:6][C:5]([NH:8][C:9]([C:11]2[CH:12]=[N:13][C:14]([S:17]([CH3:19])=O)=[N:15][CH:16]=2)=[O:10])=[CH:4][CH:3]=1.[CH3:20][O:21][C:22](=[O:26])[CH2:23]CS.C1CCN2C(=NCCC2)CC1>C1COCC1.C(OCC)(=O)C.CCCCCC>[CH3:20][O:21][C:22](=[O:26])[CH2:23][CH2:19][S:17][C:14]1[N:13]=[CH:12][C:11]([C:9](=[O:10])[NH:8][C:5]2[CH:6]=[CH:7][C:2]([F:1])=[CH:3][CH:4]=2)=[CH:16][N:15]=1 |f:4.5|. Procedure: To a solution of 2-methanesulfinylpyrimidine-5-carboxylic acid (4-fluorophenyl)amide (50 mg, 0.18 mmol) in THF (0.9 mL) was added methyl-3-mercaptopropionate (40 μL, 0.36 mmol) followed by DBU (60 μL, 0.40 mmol). The solution was stirred for 1 h, diluted with 25% ethyl acetate/hexane and passed through a plug of SiO2 washing with 50% ethyl acetate/hexane. The filtrate was concentrated, and the resulting solids triturated with 20% ethyl acetate/hexane to afford 35.1 mg (58% yield) of the titled p... Reactants: FC=1C=C(C(=O)NC2=CC=C(C3=CC=CC=C23)OC2=NC(=NC=C2)S(=O)(=O)C)C=C(C1)N1CCCCC1 (3-fluoro-N-[4-(2-methanesulfonyl-pyrimidin-4-yloxy)-naphthalen-1-yl]-5-piperidin-1-yl-benzamide), CN(C1CNCC1)C (dimethyl-pyrrolidin-3-yl-amine). Product: CN(C1CN(CC1)C1=NC=CC(=N1)OC1=CC=C(C2=CC=CC=C12)NC(C1=CC(=CC(=C1)N1CCCCC1)F)=O)C (N-[4-({2-[3-(Dimethylamino)pyrrolidin-1-yl]pyrimidin-4-yl}oxy)-1-naphthyl]-3-fluoro-5-piperidin-1-ylbenzamide). As a reaction SMILES: [F:1][C:2]1[CH:3]=[C:4]([CH:29]=[C:30]([N:32]2[CH2:37][CH2:36][CH2:35][CH2:34][CH2:33]2)[CH:31]=1)[C:5]([NH:7][C:8]1[C:17]2[C:12](=[CH:13][CH:14]=[CH:15][CH:16]=2)[C:11]([O:18][C:19]2[CH:24]=[CH:23][N:22]=[C:21](S(C)(=O)=O)[N:20]=2)=[CH:10][CH:9]=1)=[O:6].[CH3:38][N:39]([CH3:45])[CH:40]1[CH2:44][CH2:43][NH:42][CH2:41]1>>[CH3:38][N:39]([CH3:45])[CH:40]1[CH2:44][CH2:43][N:42]([C:21]2[N:20]=[C:19]([O:18][C:11]3[C:12]4[C:17](=[CH:16][CH:15]=[CH:14][CH:13]=4)[C:8]([NH:7][C:5](=[O:6])[C:4]4[CH:29]=[C:30]([N:32]5[CH2:37][CH2:36][CH2:35][CH2:34][CH2:33]5)[CH:31]=[C:2]([F:1])[CH:3]=4)=[CH:9][CH:10]=3)[CH:24]=[CH:23][N:22]=2)[CH2:41]1. Reported procedure: Compound is prepared from 3-fluoro-N-[4-(2-methanesulfonyl-pyrimidin-4-yloxy)-naphthalen-1-yl]-5-piperidin-1-yl-benzamide and dimethyl-pyrrolidin-3-yl-amine according to conditions described in general procedure C. Mp: 108-110° C.; 1H NMR (400 MHz, CDCl3) δ 1.61-1.77 (m, 6 H), 1.80-2.2.15 (m, 2 H), 2.17-2.27 (m, 6 H), 2.72 (bs, 1 H), 3.20-3.91 (m, 4 H), 3.25-3.27 (m, 4 H), 5.82-5.84 (bd, 1 H), 6.73-6.77 (m, 1 H), 6.97 (d, J=8.0 Hz, 1 H), 7.29-7.34 (m, 2 H), 7.46-7.64 (m, 2 H), 7.88-8.00 (m, 3 H)... The reactants are C(CCCCC)O (hexanol), BrC(=C)CBr (2,3-dibromopropene), CCCCCC (hexane), [OH-].[Na+] (sodium hydroxide). Reagents/catalysts: [Br-].C(CCC)[N+](CCCC)(CCCC)CCCC (tetra-n-butylammonium bromide). Solvent: O (water). Run at time 1 hour. Yields the product BrC(=C)COCCCCCC (2-bromo-3-hexyloxypropene). Isolated yield 41.8%. RXN SMILES: CCCCCC.[OH-].[Na+].[CH2:9]([OH:15])[CH2:10][CH2:11][CH2:12][CH2:13][CH3:14].[Br:16][C:17]([CH2:19]Br)=[CH2:18]>[Br-].C([N+](CCCC)(CCCC)CCCC)CCC.O>[Br:16][C:17]([CH2:19][O:15][CH2:9][CH2:10][CH2:11][CH2:12][CH2:13][CH3:14])=[CH2:18] |f:1.2,5.6|. Reported procedure: To a three neck round bottom flask equipped with an addition funnel and an overhead stirrer was added 35 ml of hexane, 42 g of 50% sodium hydroxide and 0.50 g of tetra-n-butylammonium bromide. A mixture of 6.74 g of hexanol (66 mmol) and 20 g (100 mmol) of 2,3-dibromopropene were fed to the well-stirred reaction mixture over a 20 minute period. The reaction was stirred an additional 1 hour, then water was added, and the phases were separated. The organic phase was washed with water and brine, dr...